From a dataset of the Open Reaction Database (ORD), a public repository of structured organic reaction records. describe an organic reaction: reactants, conditions, products, and yield The reactants are NC(=O)N (urea), COCCNS(=O)(=O)C1=C(C(=CC=C1Cl)N)O (N-(2-methoxyethyl)-3-amino-6-chloro-2-hydroxybenzenesulfonamide), BrC1=C(C=CC=C1)N=C=O (2-bromophenylisocyanate). The product is BrC1=C(C=CC=C1)NC(=O)NC1=C(C(=C(C=C1)Cl)S(=O)(=O)NCCOC)O (N-(2-bromophenyl)-N′[4-chloro-2-hydroxy-3-[N″-(2-methoxyethyl)-aminosulfonyl]phenyl] urea). The yield is 72.7%. Reaction SMILES: NC(N)=O.[CH3:5][O:6][CH2:7][CH2:8][NH:9][S:10]([C:13]1[C:18]([Cl:19])=[CH:17][CH:16]=[C:15]([NH2:20])[C:14]=1[OH:21])(=[O:12])=[O:11].[Br:22][C:23]1[CH:28]=[CH:27][CH:26]=[CH:25][C:24]=1[N:29]=[C:30]=[O:31]>>[Br:22][C:23]1[CH:28]=[CH:27][CH:26]=[CH:25][C:24]=1[NH:29][C:30]([NH:20][C:15]1[CH:16]=[CH:17][C:18]([Cl:19])=[C:13]([S:10]([NH:9][CH2:8][CH2:7][O:6][CH3:5])(=[O:12])=[O:11])[C:14]=1[OH:21])=[O:31]. Reported procedure: Following the general procedure for urea formation outlined in example 15, N-(2-methoxyethyl)-3-amino-6-chloro-2-hydroxybenzenesulfonamide (140 mg, 0.50 mmol) and 2-bromophenylisocyanate (119 mg, 0.60 mmol) were coupled to form the desired urea (174 mg, 72%). EI-MS (m/z) 476.0, 478.0, 479.9 (M−). Reported procedure: The title compound, light grey solid (70 mg, 95%), MS (ISP) m/z=295.2 [(M+H)+], mp 271.5° C., was prepared in accordance with the general method of example 1 from 6-bromo-8-fluoro-3,4-dihydro-2H-pyrazino[1,2-a]indol-1-one (intermediate 1) (70.8 mg, 0.25 mmol) and commercially available p-tolylboronic acid (44.2 mg, 0.325 mmol). The reactants are solid, BrC1=CC(=CC=2C=C3N(C12)CCNC3=O)F (6-bromo-8-fluoro-3,4-dihydro-2H-pyrazino[1,2-a]indol-1-one), BrC1=CC(=CC=2C=C3N(C12)CCNC3=O)F (6-bromo-8-fluoro-3,4-dihydro-2H-pyrazino[1,2-a]indol-1-one), B(C=1C=CC(=CC1)C)(O)O (p-tolylboronic acid). Yields the product FC1=CC=2C=C3N(C2C(=C1)C1=CC=C(C=C1)C)CCNC3=O (8-Fluoro-6-p-tolyl-3,4-dihydro-2H-pyrazino[1,2-a]indol-1-one). Reaction SMILES: Br[C:2]1[C:10]2[N:9]3[CH2:11][CH2:12][NH:13][C:14](=[O:15])[C:8]3=[CH:7][C:6]=2[CH:5]=[C:4]([F:16])[CH:3]=1.B(O)(O)[C:18]1[CH:19]=[CH:20][C:21]([CH3:24])=[CH:22][CH:23]=1>>[F:16][C:4]1[CH:3]=[C:2]([C:18]2[CH:23]=[CH:22][C:21]([CH3:24])=[CH:20][CH:19]=2)[C:10]2[N:9]3[CH2:11][CH2:12][NH:13][C:14](=[O:15])[C:8]3=[CH:7][C:6]=2[CH:5]=1. Reactants: ClC=1C(=NC(=C(C#N)C1)OCCOC(C)C)Cl (5,6-dichloro-2-(2-isopropoxyethoxy)nicotinonitrile), CC1C2=C(B(O1)O)C=CC(=C2)O (3-methylbenzo[c][1,2]oxaborole-1,5(3H)-diol). Product: ClC=1C(=NC(=C(C#N)C1)OCCOC(C)C)OC1=CC2=C(B(OC2C)O)C=C1 (5-Chloro-6-(1-hydroxy-3-methyl-1,3-dihydrobenzo[c][1,2]oxaborol-5-yloxy)-2-(2-isopropoxyethoxy)nicotinonitrile). RXN SMILES: [Cl:1][C:2]1[C:3](Cl)=[N:4][C:5]([O:10][CH2:11][CH2:12][O:13][CH:14]([CH3:16])[CH3:15])=[C:6]([CH:9]=1)[C:7]#[N:8].[CH3:18][CH:19]1[O:23][B:22]([OH:24])[C:21]2[CH:25]=[CH:26][C:27]([OH:29])=[CH:28][C:20]1=2>>[Cl:1][C:2]1[C:3]([O:29][C:27]2[CH:26]=[CH:25][C:21]3[B:22]([OH:24])[O:23][CH:19]([CH3:18])[C:20]=3[CH:28]=2)=[N:4][C:5]([O:10][CH2:11][CH2:12][O:13][CH:14]([CH3:16])[CH3:15])=[C:6]([CH:9]=1)[C:7]#[N:8]. Procedure details: This compound was prepared from 5,6-dichloro-2-(2-isopropoxyethoxy)nicotinonitrile and 3-methylbenzo[c][1,2]oxaborole-1,5(3H)-diol in a similar manner to that of D230. 1H-NMR (400 MHz, DMSO-d6) δ (ppm) 1.0 (d, J=4.5 Hz, 6H), 1.40 (d, J=4.8 Hz, 3H), 3.4-3.47 (m, 3H), 4.07-4.1 (m, 2H), 5.2-5.22 (m, 1H), 7.23 (dd, J=6.0, 1.5 Hz, 1H), 7.36 (s, 1H), 7.75 (d, J=6.0 Hz, 1H), 8.59 (s, 1H), 9.18 (s, 1H). The reactants are CCC(C)(C)OCCCC(O)c1ccccn1, Cc1ccccc1, O, Cc1ccc(S(=O)(=O)O)cc1. Yields the product c1ccc(C2CCCO2)nc1. RXN SMILES: [CH3:1][C:2]([CH3:3])([O:4][CH2:6][CH2:7][CH2:8][CH:9]([OH:10])[c:11]1[n:12][cH:13][cH:14][cH:15][cH:16]1)[CH2:5][CH3:17].[CH3:30][c:31]1[cH:32][cH:33][cH:34][cH:35][cH:36]1.[OH2:29].[c:18]1([CH3:19])[cH:20][cH:21][c:22]([S:23]([OH:24])(=[O:25])=[O:26])[cH:27][cH:28]1>>[CH2:6]1[CH2:7][CH2:8][CH:9]([c:11]2[n:12][cH:13][cH:14][cH:15][cH:16]2)[O:10]1. Starting materials: CS(C)=O, CCN(C(C)C)C(C)C, NCCCN1CCN(CCCN)CC1, [Na+], [OH-]. The product is NCCCN1CCNCC1. Reaction SMILES: [CH3:26][S:27]([CH3:28])=[O:29].[CH:15]([N:16]([CH:17]([CH3:18])[CH3:19])[CH2:20][CH3:21])([CH3:22])[CH3:23].[NH2:1][CH2:2][CH2:3][CH2:4][N:5]1[CH2:6][CH2:7][N:8]([CH2:11][CH2:12][CH2:13][NH2:14])[CH2:9][CH2:10]1.[Na+:25].[OH-:24]>>[NH2:1][CH2:2][CH2:3][CH2:4][N:5]1[CH2:6][CH2:7][NH:8][CH2:9][CH2:10]1. The product is CN(C1=C(C=C(C=C1C)C(CS(=O)(=O)C)=O)C)C (4'-(dimethylamino) 3',5'-dimethyl-2-(methylsulfonyl)-acetophenone). The reactants are CS(=O)(=O)C (dimethylsulfone), COC(C1=CC(=C(C(=C1)C)N(C)C)C)=O (4-(dimethylamino)-3,5-dimethyl-benzoic acid methyl ester), [H-].[Na+] (sodium hydride), CS(=O)C (dimethylsulfoxide). Procedure details: A suspension of 24.5 g. of dimethylsulfone and 9.1 g. of sodium hydride (50% dispersion in oil) in 50 ml. of absolute dimethylsulfoxide was stirred at 50° C. under an atmosphere of nitrogen and the exclusion of moisture for 3 hours. Then, it was treated with 16 g. of 4-(dimethylamino)-3,5-dimethyl-benzoic acid methyl ester. The mixture was stirred at 80° C. for 45 minutes, cooled and dissolved in 300 ml. of water. The solution was neutralized with glacial acetic acid. The precipitate was removed... The solvent is C(C)(=O)O (acetic acid), O (water). Reaction SMILES: [CH3:1][S:2]([CH3:5])(=[O:4])=[O:3].[H-].[Na+].CS(C)=O.C[O:13][C:14](=O)[C:15]1[CH:20]=[C:19]([CH3:21])[C:18]([N:22]([CH3:24])[CH3:23])=[C:17]([CH3:25])[CH:16]=1>C(O)(=O)C.O>[CH3:24][N:22]([CH3:23])[C:18]1[C:17]([CH3:25])=[CH:16][C:15]([C:14](=[O:13])[CH2:1][S:2]([CH3:5])(=[O:4])=[O:3])=[CH:20][C:19]=1[CH3:21] |f:1.2|. Reaction conditions: temperature 80 celsius, time 3 hour. The reactants are O1CCOC12CCC(CC2)NCCC ((1,4-Dioxa-spiro[4.5]dec-8-yl)-propyl-amine), N (ammonia). The solvent is CO (methanol). Yields the product O1CCOC12CCC(CC2)N (1,4-Dioxa-spiro[4.5]dec-8-ylamine). Reaction SMILES: [O:1]1[C:5]2([CH2:10][CH2:9][CH:8]([NH:11]CCC)[CH2:7][CH2:6]2)[O:4][CH2:3][CH2:2]1.N>CO>[O:1]1[C:5]2([CH2:10][CH2:9][CH:8]([NH2:11])[CH2:7][CH2:6]2)[O:4][CH2:3][CH2:2]1. Procedure: 1,4-Dioxa-spiro[4.5]dec-8-ylamine (2A) is synthesized as been described for 1A using methanol which has been saturated with ammonia. The reactants are C1CSC=2C=CC=C3C4C(N1C23)CCN(C4)C(=O)OC(C)(C)C (tert-butyl 1,2,6b,9,10,10a-hexahydropyrido[4,3-b][1,4]thiazino[2,3,4-hi]indole-8(7H)-carboxylate), ice water, BrN1C(CCC1=O)=O (N-bromosuccinimide). Solvent: CN(C)C=O (DMF). Run at temperature -10 celsius, time 40 minute. Yields the product BrC=1C=C2C3C(N4C2=C(C1)SCC4)CCN(C3)C(=O)OC(C)(C)C (tert-butyl 5-bromo-1,2,6b,9,10,10a-hexahydropyrido[4,3-b][1,4]thiazino[2,3,4-hi]indole-8(7H)-carboxylate), foam. Isolated yield 91.0%. RXN SMILES: [CH2:1]1[N:11]2[C:12]3[C:8]([CH:9]4[CH2:16][N:15]([C:17]([O:19][C:20]([CH3:23])([CH3:22])[CH3:21])=[O:18])[CH2:14][CH2:13][CH:10]42)=[CH:7][CH:6]=[CH:5][C:4]=3[S:3][CH2:2]1.[Br:24]N1C(=O)CCC1=O>CN(C=O)C>[Br:24][C:6]1[CH:7]=[C:8]2[C:12]3=[C:4]([S:3][CH2:2][CH2:1][N:11]3[CH:10]3[CH2:13][CH2:14][N:15]([C:17]([O:19][C:20]([CH3:23])([CH3:22])[CH3:21])=[O:18])[CH2:16][CH:9]23)[CH:5]=1. Procedure: The tert-butyl 1,2,6b,9,10,10a-hexahydropyrido[4,3-b][1,4]thiazino[2,3,4-hi]indole-8(7H)-carboxylate (2.00 g, 6.02 mmol) was dissolved in anhydrous DMF (50 mL) and then cooled in an ice/acetone bath at −10° C. for 20 min. Next, N-bromosuccinimide (1.18 g, 6.62 mmol) was added in one portion. The reaction mixture was stirred for 40 min at −10° C., then poured over an ice/water mixture (300 mL). The resulting suspension was stirred at room temperature for 30 min, and extracted with diethyl ether (...